This data is from the Open Reaction Database (ORD), a public repository of structured organic reaction records. The task is: describe an organic reaction: reactants, conditions, products, and yield Reactants: O=C(O)c1ncc(F)cc1F, CC1(c2cc(N)ccc2F)N=C(N)OCC1(F)F. Yields the product CC1(c2cc(NC(=O)c3ncc(F)cc3F)ccc2F)N=C(N)OCC1(F)F. As a reaction SMILES: [F:19][c:20]1[c:21]([C:27](=[O:28])[OH:29])[n:22][cH:23][c:24]([F:26])[cH:25]1.[NH2:1][c:2]1[cH:3][cH:4][c:5]([F:18])[c:6]([C:8]2([CH3:17])[N:9]=[C:10]([NH2:16])[O:11][CH2:12][C:13]2([F:14])[F:15])[cH:7]1>>[NH:1]([c:2]1[cH:3][cH:4][c:5]([F:18])[c:6]([C:8]2([CH3:17])[N:9]=[C:10]([NH2:16])[O:11][CH2:12][C:13]2([F:14])[F:15])[cH:7]1)[C:27]([c:21]1[c:20]([F:19])[cH:25][c:24]([F:26])[cH:23][n:22]1)=[O:28]. Starting materials: N1=CC=CC=2C3=CC=CN=C3C(C12)=O (1,8-diazafluoren-9-one), NN (hydrazine). As a reaction SMILES: [N:1]1[C:13]2[C:12](=O)[C:11]3[C:6](=[CH:7][CH:8]=[CH:9][N:10]=3)[C:5]=2[CH:4]=[CH:3][CH:2]=1.NN>C(O)COCCO>[N:1]1[C:13]2[CH2:12][C:11]3[C:6](=[CH:7][CH:8]=[CH:9][N:10]=3)[C:5]=2[CH:4]=[CH:3][CH:2]=1. The solvent is C(COCCO)O (diethyleneglycol). Yields the product N1=CC=CC=2C3=CC=CN=C3CC12 (1,8-diazafluorene). Reaction conditions: time 1 hour. Procedure: A quantity of 3.62 g (20 mmoles) of 1,8-diazafluoren-9-one and 3.2 g (0.1 mole) of hydrazine was heated in 30 ml of diethyleneglycol at 100° for 1 hour, then heated rapidly to 200° and kept there for one hour (or until TLC showed the complete disappearance of starting material). Yield 2.6 g. The reactants are NC=1C=C2C(=NC=NC2=CC1)NC1=CC(=CC=C1)C(F)(F)F (6-amino-4-(3'-trifluoromethylanilino)quinazoline), C(C)(=O)OC(C)=O (acetic anhydride). Yields the product C(C)(=O)NC=1C=C2C(=NC=NC2=CC1)NC1=CC(=CC=C1)C(F)(F)F (6-acetamido-4-(3'-trifluoromethylanilino)quinazoline). The yield is 87.0%. Reaction SMILES: [NH2:1][C:2]1[CH:3]=[C:4]2[C:9](=[CH:10][CH:11]=1)[N:8]=[CH:7][N:6]=[C:5]2[NH:12][C:13]1[CH:18]=[CH:17][CH:16]=[C:15]([C:19]([F:22])([F:21])[F:20])[CH:14]=1.[C:23](OC(=O)C)(=[O:25])[CH3:24]>>[C:23]([NH:1][C:2]1[CH:3]=[C:4]2[C:9](=[CH:10][CH:11]=1)[N:8]=[CH:7][N:6]=[C:5]2[NH:12][C:13]1[CH:18]=[CH:17][CH:16]=[C:15]([C:19]([F:21])([F:22])[F:20])[CH:14]=1)(=[O:25])[CH3:24]. Reported procedure: Using an analogous procedure to that described in Example 11, 6-amino-4-(3'-trifluoromethylanilino)quinazoline was reacted with acetic anhydride to give 6-acetamido-4-(3'-trifluoromethylanilino)quinazoline in 87% yield as a solid. Reactants: CN1N=C(C(=C1)[N+](=O)[O-])C(=O)O (1-methyl-4-nitropyrazole-3-carboxylic acid), C1=CN(C=N1)C(=O)N2C=CN=C2 (carbonyl-1,1′-diimidazole), CNC (dimethylamine), solution. Solvent: C1CCOC1 (THF), C1CCOC1 (THF). Reaction conditions: temperature 0 celsius, time 8 hour. Yields the product CN(C(=O)C1=NN(C=C1[N+](=O)[O-])C)C (N,N,1-trimethyl-4-nitropyrazole-3-carboxamide). Reaction SMILES: [CH3:1][N:2]1[CH:6]=[C:5]([N+:7]([O-:9])=[O:8])[C:4]([C:10]([OH:12])=O)=[N:3]1.C1N=[CH:16][N:15](C(N2C=NC=C2)=O)[CH:14]=1.CNC>C1COCC1>[CH3:14][N:15]([CH3:16])[C:10]([C:4]1[C:5]([N+:7]([O-:9])=[O:8])=[CH:6][N:2]([CH3:1])[N:3]=1)=[O:12]. Procedure: To 1-methyl-4-nitropyrazole-3-carboxylic acid (2.0 g) in THF (30 ml) was charged carbonyl-1,1′-diimidazole (1.9 g) over 1 hour at room temperature. The reaction was stirred overnight before cooling to 0° C. A solution of dimethylamine in THF (12 ml of a 2M solution) was added and the reaction stirred for 1 hour. The THF layer was separated and concentrated in vacuo. The crude product was purified by column chromatography on silica (30 g), eluting with 100% EtOAc (300 ml) to give N,N,1-trimethyl-...